This data is from the Open Reaction Database (ORD), a public repository of structured organic reaction records. The task is: describe an organic reaction: reactants, conditions, products, and yield Reactants: C(C)(C)(C)OC(=O)N(C(C(=O)OCC)CCCCB1OC(C(O1)(C)C)(C)C)C (ethyl 2-(tert-butoxycarbonyl(methyl)amino)-6-(4,4,5,5-tetramethyl-1,3,2-dioxaborolan-2-yl)hexanoate). The solvent is Cl (HCl). Yields the product B(O)(O)CCCCC(C(=O)O)NC (6-borono-2-(methylamino)hexanoic acid). Isolated yield 85.9%. As a reaction SMILES: C(O[C:6]([N:8](C)[CH:9]([CH2:15][CH2:16][CH2:17][CH2:18][B:19]1[O:23]C(C)(C)C(C)(C)[O:20]1)[C:10]([O:12]CC)=[O:11])=O)(C)(C)C>Cl>[B:19]([CH2:18][CH2:17][CH2:16][CH2:15][CH:9]([NH:8][CH3:6])[C:10]([OH:12])=[O:11])([OH:23])[OH:20]. Procedure: A solution of ethyl 2-(tert-butoxycarbonyl(methyl)amino)-6-(4,4,5,5-tetramethyl-1,3,2-dioxaborolan-2-yl)hexanoate (59 mg) in aq 6 M HCl was heated to reflux for 16 h, concentrated to dryness and purified by preparative HPLC. The residue was redissolved in 2 N HCl and evaporated to give 6-borono-2-(methylamino)hexanoic acid as a white solid (24 mg, 72%). 1H NMR (CD3OD, 300 MHz) δ 3.94 (t, J=5.9 Hz), 2.72 (s, 3H), 1.45-1.34 (m, 4H), 0.81 (t, J=7.0 Hz, 2H). ESI MS found for C7H16B1N1O4 m/z [190.0 (...